This data is from the Open Reaction Database (ORD), a public repository of structured organic reaction records. The task is: describe an organic reaction: reactants, conditions, products, and yield The reactants are CCNC(=O)NN(C)CC(=O)O, CCOC(OCC)C(C)N(Cc1cccc2cccnc12)C(=O)C(N)CCCCNC(=O)OC(C)(C)C. The product is CCNC(=O)NN(C)CC(=O)NC(CCCCNC(=O)OC(C)(C)C)C(=O)N(Cc1cccc2cccnc12)C(C)C(OCC)OCC. As a reaction SMILES: [CH2:1]([CH3:2])[NH:3][C:4](=[O:5])[NH:6][N:7]([CH3:8])[CH2:9][C:10](=[O:11])[OH:12].[NH2:13][CH:14]([CH2:15][CH2:16][CH2:17][CH2:18][NH:19][C:20]([O:21][C:22]([CH3:23])([CH3:24])[CH3:25])=[O:26])[C:27](=[O:28])[N:29]([CH2:30][c:31]1[cH:32][cH:33][cH:34][c:35]2[cH:36][cH:37][cH:38][n:39][c:40]12)[CH:41]([CH:42]([O:43][CH2:44][CH3:45])[O:46][CH2:47][CH3:48])[CH3:49]>>[CH2:1]([CH3:2])[NH:3][C:4](=[O:5])[NH:6][N:7]([CH3:8])[CH2:9][C:10](=[O:12])[NH:13][CH:14]([CH2:15][CH2:16][CH2:17][CH2:18][NH:19][C:20]([O:21][C:22]([CH3:23])([CH3:24])[CH3:25])=[O:26])[C:27](=[O:28])[N:29]([CH2:30][c:31]1[cH:32][cH:33][cH:34][c:35]2[cH:36][cH:37][cH:38][n:39][c:40]12)[CH:41]([CH:42]([O:43][CH2:44][CH3:45])[O:46][CH2:47][CH3:48])[CH3:49]. Run at time 8 hour. Reactants: C(=O)C1=C(C=CC(=C1)OC(CC(C)C)C1=CC=C(C(=O)NCCC(=O)O)C=C1)C1=CC=C(C=C1)C(C)C (3-{4-[1-(2-formyl-4′-isopropyl-biphenyl-4-yloxy)-3-methyl-butyl]-benzoylamino}-propionic acid), N1CCOCC1 (Morpholine), [BH-](OC(=O)C)(OC(=O)C)OC(=O)C.[Na+] (NaBH(OAc)3), C(C)(=O)O (acetic acid). Procedure: To the solution of 3-{4-[1-(2-formyl-4′-isopropyl-biphenyl-4-yloxy)-3-methyl-butyl]-benzoylamino}-propionic acid (240 mg, 0.48 mmol) and Morpholine (84 mg, 0.96 mmol) in dichloromethane (20 ml) is added NaBH(OAc)3 (143 mg, 0.67 mmol) and acetic acid (58 mg, 0.96 mmol). The resulting mixture is stirred overnight, diluted with ethyl acetate, washed with 1N HCl, water, brine, dried over MgSO4, and concentrated. The residue is purified by column chromatography to afford 80 mg of the titled compound ... Run in ClCCl (dichloromethane), C(C)(=O)OCC (ethyl acetate). The yield is 29.1%. Product: C(C)(C)C1=CC=C(C=C1)C1=C(C=C(C=C1)OC(CC(C)C)C1=CC=C(C(=O)NCCC(=O)O)C=C1)CN1CCOCC1 (Racemic 3-{4-[1-(4′-Isopropyl-2-morpholin-4-ylmethyl-biphenyl-4-yloxy)-3-methyl-butyl]-benzoylamino}-propionic acid). Reaction SMILES: [CH:1]([C:3]1[CH:8]=[C:7]([O:9][CH:10]([C:15]2[CH:28]=[CH:27][C:18]([C:19]([NH:21][CH2:22][CH2:23][C:24]([OH:26])=[O:25])=[O:20])=[CH:17][CH:16]=2)[CH2:11][CH:12]([CH3:14])[CH3:13])[CH:6]=[CH:5][C:4]=1[C:29]1[CH:34]=[CH:33][C:32]([CH:35]([CH3:37])[CH3:36])=[CH:31][CH:30]=1)=O.[NH:38]1[CH2:43][CH2:42][O:41][CH2:40][CH2:39]1.[BH-](OC(C)=O)(OC(C)=O)OC(C)=O.[Na+].C(O)(=O)C>ClCCl.C(OCC)(=O)C>[CH:35]([C:32]1[CH:31]=[CH:30][C:29]([C:4]2[CH:5]=[CH:6][C:7]([O:9][CH:10]([C:15]3[CH:16]=[CH:17][C:18]([C:19]([NH:21][CH2:22][CH2:23][C:24]([OH:26])=[O:25])=[O:20])=[CH:27][CH:28]=3)[CH2:11][CH:12]([CH3:14])[CH3:13])=[CH:8][C:3]=2[CH2:1][N:38]2[CH2:43][CH2:42][O:41][CH2:40][CH2:39]2)=[CH:34][CH:33]=1)([CH3:36])[CH3:37] |f:2.3|. Reactants: B, O=C([O-])O, COC(=O)CCCCC(Sc1ccc(C(=O)OC)cc1)C(=O)O, C1CCOC1. RXN SMILES: [BH3:1].[C:30](=[O:31])([OH:32])[O-:33].[CH3:2][O:3][C:4]([CH2:5][CH2:6][CH2:7][CH2:8][CH:9]([S:10][c:11]1[cH:12][cH:13][c:14]([C:17](=[O:18])[O:19][CH3:20])[cH:15][cH:16]1)[C:21](=[O:22])[OH:23])=[O:24].[O:25]1[CH2:26][CH2:27][CH2:28][CH2:29]1>>[CH3:2][O:3][C:4]([CH2:5][CH2:6][CH2:7][CH2:8][CH:9]([S:10][c:11]1[cH:12][cH:13][c:14]([C:17](=[O:18])[O:19][CH3:20])[cH:15][cH:16]1)[CH2:21][OH:22])=[O:24]. Yields the product COC(=O)CCCCC(CO)Sc1ccc(C(=O)OC)cc1. The reactants are CNC1CCCCC1 (N-methylcyclohexanamine), C(C)(C)N(C(C)C)CC (N,N-diisopropylethylamine), ClC1=C2C(=NC=C1)NC=C2[N+](=O)[O-] (4-chloro-3-nitro-1H-pyrrolo[2,3-b]pyridine). Run in CC(C)O (2-propanol). The product is C1(CCCCC1)N(C=1C2=C(N=CC1)NC=C2[N+](=O)[O-])C (N-cyclohexyl-N-methyl-3-nitro-1H-pyrrolo[2,3-b]pyridin-4-amine). Reaction SMILES: Cl[C:2]1[CH:7]=[CH:6][N:5]=[C:4]2[NH:8][CH:9]=[C:10]([N+:11]([O-:13])=[O:12])[C:3]=12.[CH3:14][NH:15][CH:16]1[CH2:21][CH2:20][CH2:19][CH2:18][CH2:17]1.C(N(CC)C(C)C)(C)C>CC(O)C>[CH:16]1([N:15]([CH3:14])[C:2]2[C:3]3[C:10]([N+:11]([O-:13])=[O:12])=[CH:9][NH:8][C:4]=3[N:5]=[CH:6][CH:7]=2)[CH2:21][CH2:20][CH2:19][CH2:18][CH2:17]1. Procedure: To a suspension of 4-chloro-3-nitro-1H-pyrrolo[2,3-b]pyridine (57 mg) in 2-propanol (180 μl) were added N-methylcyclohexanamine (154 μl) and N,N-diisopropylethylamine (50 μl), and irradiated microwave at 120° C. for 15 minutes. The reaction mixture was purified by flash column chromatography over silica gel with a EtOAc/methanol (100:0-60:40) as eluant. then by preparative silica gel thin-layer chromatography with EtOAc as eluant to give a solid. The solid was washed with diisopropyl ether to gi... The reactants are C(C)OC(=O)N1[C@H](C[C@H](C2=CC3=C(C=C12)CCC3)N)C (cis-4-Amino-2-methyl-2,3,4,6,7,8-hexahydro-cyclopenta[g]quinoline-1-carboxylic acid ethyl ester), C(C)(=O)O (acetic acid), C(C)(=O)O[BH-](OC(C)=O)OC(C)=O.[Na+] (sodium triacetoxyborohydride), FC(C=1C=C(C=O)C=C(C1)C(F)(F)F)(F)F (3,5-bis(trifluoromethyl)benzaldehyde). Run in ClCCCl (1,2-dichloroethane), C(Cl)(Cl)Cl (chloroform). Run at time 18 hour. The product is C(C)OC(=O)N1[C@H](C[C@H](C2=CC3=C(C=C12)CCC3)NCC3=CC(=CC(=C3)C(F)(F)F)C(F)(F)F)C (cis-4-(3,5-Bis-trifluoromethyl-benzylamino)-2-methyl-2,3,4,6,7,8-hexahydro-cyclopenta[g]quinoline-1-carboxylic acid ethyl ester). The yield is 46.8%. RXN SMILES: [CH2:1]([O:3][C:4]([N:6]1[C:15]2[C:10](=[CH:11][C:12]3[CH2:18][CH2:17][CH2:16][C:13]=3[CH:14]=2)[C@H:9]([NH2:19])[CH2:8][C@@H:7]1[CH3:20])=[O:5])[CH3:2].C(O)(=O)C.[F:25][C:26]([F:40])([F:39])[C:27]1[CH:28]=[C:29]([CH:32]=[C:33]([C:35]([F:38])([F:37])[F:36])[CH:34]=1)[CH:30]=O.C(O[BH-](OC(=O)C)OC(=O)C)(=O)C.[Na+]>ClCCCl.C(Cl)(Cl)Cl>[CH2:1]([O:3][C:4]([N:6]1[C:15]2[C:10](=[CH:11][C:12]3[CH2:18][CH2:17][CH2:16][C:13]=3[CH:14]=2)[C@H:9]([NH:19][CH2:30][C:29]2[CH:32]=[C:33]([C:35]([F:37])([F:38])[F:36])[CH:34]=[C:27]([C:26]([F:25])([F:39])[F:40])[CH:28]=2)[CH2:8][C@@H:7]1[CH3:20])=[O:5])[CH3:2] |f:3.4|. Procedure details: To a solution of cis-4-amino-2-methyl-2,3,4,6,7,8-hexahydro-cyclopenta[g]quinoline-1-carboxylic acid ethyl ester (Example 1D) (0.35 g, 1.28 mmol) in anhydrous 1,2-dichloroethane (50 mL) was added acetic acid (0.073 mL, 1.28 mmol), followed by 3,5-bis(trifluoromethyl)benzaldehyde (0.21 mL, 1.28 mmol) and sodium triacetoxyborohydride (0.406 g, 1.92 mmol). The reaction was stirred at room temperature for 18 h. The reaction mixture was then diluted with chloroform and washed with 1N NaOH. The organi... Reaction SMILES: [CH2:18]([Cl:19])[Cl:20].[F:1][c:2]1[c:3]([O:4][C:5]([C:6](=[O:7])[OH:8])([CH3:9])[CH3:10])[cH:11][cH:12][c:13]([F:15])[cH:14]1.[NH4+:16].[OH-:17]>>[F:1][c:2]1[c:3]([O:4][C:5]([C:6](=[O:7])[NH2:16])([CH3:9])[CH3:10])[cH:11][cH:12][c:13]([F:15])[cH:14]1. Reactants: ClCCl, CC(C)(Oc1ccc(F)cc1F)C(=O)O, [NH4+], [OH-]. The product is CC(C)(Oc1ccc(F)cc1F)C(N)=O. The reactants are C(C)OC(=O)C1=CC(=C2C(=C(C(=CN2C1=O)F)Cl)C)C1CC1 (8-chloro-1-cyclopropyl-7-fluoro-9-methyl-4-oxo-4H-quinolizine-3-carboxylic acid ethyl ester), N1=C(C=CC=C1)N1CCNCC1 (4-(2-pyridyl)piperazine). Solvent: C(C)#N (acetonitrile). The product is N1=C(C=CC=C1)N1CCN(CC1)C=1C(=CN2C(C(=CC(=C2C1C)C1CC1)C(=O)O)=O)F (8-(4-(2-pyridyl)-1-piperazinyl)-1-cyclopropyl-7-fluoro-9-methyl-4-oxo-4H-quinolizine-3-carboxylic acid). As a reaction SMILES: C([O:3][C:4]([C:6]1[C:15](=[O:16])[N:14]2[C:9]([C:10]([CH3:19])=[C:11](Cl)[C:12]([F:17])=[CH:13]2)=[C:8]([CH:20]2[CH2:22][CH2:21]2)[CH:7]=1)=[O:5])C.[N:23]1[CH:28]=[CH:27][CH:26]=[CH:25][C:24]=1[N:29]1[CH2:34][CH2:33][NH:32][CH2:31][CH2:30]1>C(#N)C>[N:23]1[CH:28]=[CH:27][CH:26]=[CH:25][C:24]=1[N:29]1[CH2:30][CH2:31][N:32]([C:11]2[C:12]([F:17])=[CH:13][N:14]3[C:9]([C:10]=2[CH3:19])=[C:8]([CH:20]2[CH2:22][CH2:21]2)[CH:7]=[C:6]([C:4]([OH:3])=[O:5])[C:15]3=[O:16])[CH2:33][CH2:34]1. Procedure: A 60 mg sample of 8-chloro-1-cyclopropyl-7-fluoro-9-methyl-4-oxo-4H-quinolizine-3-carboxylic acid ethyl ester, from Example 253i above, was dissolved in 2 mL of anhydrous acetonitrile, reacted with 4-(2-pyridyl)piperazine (63.5 mg, 0.39 mmol, Aldrich Chem. Co.), and carried forward as described in Example 253j-k to give the title product. MS 423 (M+H)+ ; 1H NMR (CDCl3) ∂: 0.71 (m, 2H), 1.05 (m, 2H), 2.30 (m, 1H), 2.86 (s, 3H), 3.59 (m, 4H), 3.78 (m, 4H), 6.76 (m, 2H), 7.57 (m, 1H), 8.25 (m, 1H),...